This data is from the Open Reaction Database (ORD), a public repository of structured organic reaction records. The task is: describe an organic reaction: reactants, conditions, products, and yield Reactants: C(=O)O (Formic acid), C1(=CC=CC=C1)C1C2(CC3CC(CC1C3)C2)CC(NC)C (2-phenyl-N,α-dimethyl-1-adamantaneethylamine), base, Cl (hydrochloric acid), C=O (formaldehyde). Run in O (water), CCOCC (ether). Conditions: time 8 hour. Yields the product Cl.C1(=CC=CC=C1)C1C2(CC3CC(CC1C3)C2)CC(N(C)C)C (2-phenyl-N,N,α-trimethyl-1-adamantaneethylamine hydrochloride). Reaction SMILES: C(O)=O.[C:4]1([CH:10]2[CH:17]3[CH2:18][CH:13]4[CH2:14][CH:15]([CH2:19][C:11]2([CH2:20][CH:21]([CH3:24])[NH:22][CH3:23])[CH2:12]4)[CH2:16]3)[CH:9]=[CH:8][CH:7]=[CH:6][CH:5]=1.[CH2:25]=O.[ClH:27]>CCOCC.O>[ClH:27].[C:4]1([CH:10]2[CH:17]3[CH2:16][CH:15]4[CH2:14][CH:13]([CH2:12][C:11]2([CH2:20][CH:21]([CH3:24])[N:22]([CH3:25])[CH3:23])[CH2:19]4)[CH2:18]3)[CH:5]=[CH:6][CH:7]=[CH:8][CH:9]=1 |f:6.7|. Procedure details: Formic acid (4.5 ml.) and water (0.5 ml.) were added to the 2-phenyl-N,α-dimethyl-1-adamantaneethylamine (1.0 g.) followed by a 40 percent formaldehyde solution (5 ml.). The mixture was heated on a boiling water bath for seven hours and then allowed to stand overnight. The aqueous solvents were removed in vacuo and the residue treated with dilute hydrochloric acid. Excess acid was removed in vacuo and the oily residue extracted between 3N sodium hydroxide and ether. The organic phase was washed ... Reactants: CC=1N=C(SC1C)N (4,5-dimethylthiazol-2-ylamine), BrCCOC1=CC=CC=C1 ((2-bromo-ethoxy)benzene). Conditions: temperature 85 celsius. The product is Br.CC=1N(C(SC1C)=N)CCOC1=CC=CC=C1 (4,5-Dimethyl-3-(2-phenoxy-ethyl)-3H-thiazol-2-ylideneamine hydrobromide). Isolated yield 50.6%. RXN SMILES: [CH3:1][C:2]1[N:3]=[C:4]([NH2:8])[S:5][C:6]=1[CH3:7].[Br:9][CH2:10][CH2:11][O:12][C:13]1[CH:18]=[CH:17][CH:16]=[CH:15][CH:14]=1>>[BrH:9].[CH3:1][C:2]1[N:3]([CH2:10][CH2:11][O:12][C:13]2[CH:18]=[CH:17][CH:16]=[CH:15][CH:14]=2)[C:4](=[NH:8])[S:5][C:6]=1[CH3:7] |f:2.3|. Procedure details: A mixture of 4,5-dimethylthiazol-2-ylamine (1.0 g, 7.8 mmol) and (2-bromo-ethoxy)benzene (1.9 g, 9.4 mmol) were heated neat to 85° C. for 19 hours. The mixture was cooled to ambient temperature and the residue was crystallized from isopropanol. The solid was collected by filtration and dried under vacuum to afford 1.3 g (50%) of the title compound. MS (DCI/NH3) m/z 249 (M+H)+. The yield is 31.0%. Product: COC(CSC1=NC(=NC(=C1C#N)C1=CC=CC=C1)N)=O ((2-Amino-5-cyano-6-phenyl-pyrimidin-4-ylsulfanyl)-acetic acid methyl ester). Run in CO (methanol). Procedure details: Following the method of Perez et al. (Synthesis 1983, 402), to a stirred solution of 1.0 g (4.4 mmol) 2-amino-4-phenyl-6-thioxo-1,6-dihydro-pyrimidine-5-carbonitrile in 50 ml methanol were added 1.0 ml (5.4 mmol) sodium methylate solution (5.4M in methanol) and 0.39 ml (4.4 mmol) methyl chloroacetate and stirring continued for 3 hours at reflux. The reaction mixture was then concentrated in vacuo and the residue partitioned between ethyl acetate and water. The organic phase was dried over sodium... The reactants are NC=1NC(C(=C(N1)C1=CC=CC=C1)C#N)=S (2-amino-4-phenyl-6-thioxo-1,6-dihydro-pyrimidine-5-carbonitrile), C[O-].[Na+] (sodium methylate), ClCC(=O)OC (methyl chloroacetate). RXN SMILES: [NH2:1][C:2]1[NH:3][C:4](=[S:16])[C:5]([C:14]#[N:15])=[C:6]([C:8]2[CH:13]=[CH:12][CH:11]=[CH:10][CH:9]=2)[N:7]=1.C[O-].[Na+].Cl[CH2:21][C:22]([O:24][CH3:25])=[O:23]>CO>[CH3:25][O:24][C:22](=[O:23])[CH2:21][S:16][C:4]1[C:5]([C:14]#[N:15])=[C:6]([C:8]2[CH:13]=[CH:12][CH:11]=[CH:10][CH:9]=2)[N:7]=[C:2]([NH2:1])[N:3]=1 |f:1.2|. Run at time 3 hour. Starting materials: 2d, FC([C@@H]1CC[C@H](CC1)NC(C1=C(N=C(C(=C1)N)N)N1CCC(CC1)F)=O)(F)F (N-(trans-4-trifluoromethyl-cyclohexyl)-5,6-diamino-2-(4-fluoro-piperidinyl)-nicotinic acid amide), C(C)(C)(C)OC(NCC1=C(C(=C(C(=C1)F)Cl)N=C=S)Cl)=O ((2,4-dichloro-5-fluoro-3-isothiocyanato-benzyl)-carbamic acid tert-butyl ester), CC(N=C=NC(C)C)C (DIC). The product is FC([C@@H]1CC[C@H](CC1)NC(=O)C=1C=C2C(=NC1N1CCC(CC1)F)NC(=N2)NC2=C(C(=CC(=C2Cl)F)CNC(=O)OC(C)(C)C)Cl)(F)F (N-(trans-4-Trifluoromethyl-cyclohexyl)-2-{2,6-dichloro-5-fluoro-3-[(tert.butoxycarbonylamino)-methyl]-phenylamino}-5-[4-fluoro-piperidinyl]-3H-imidazo[4,5-b]pyridine-6-carboxamide). RXN SMILES: [F:1][C:2]([F:28])([F:27])[C@H:3]1[CH2:8][CH2:7][C@H:6]([NH:9][C:10](=[O:26])[C:11]2[CH:16]=[C:15]([NH2:17])[C:14]([NH2:18])=[N:13][C:12]=2[N:19]2[CH2:24][CH2:23][CH:22]([F:25])[CH2:21][CH2:20]2)[CH2:5][CH2:4]1.[C:29]([O:33][C:34](=[O:49])[NH:35][CH2:36][C:37]1[CH:42]=[C:41]([F:43])[C:40]([Cl:44])=[C:39]([N:45]=[C:46]=S)[C:38]=1[Cl:48])([CH3:32])([CH3:31])[CH3:30].CC(C)N=C=NC(C)C>>[F:28][C:2]([F:1])([F:27])[C@H:3]1[CH2:4][CH2:5][C@H:6]([NH:9][C:10]([C:11]2[CH:16]=[C:15]3[N:17]=[C:46]([NH:45][C:39]4[C:40]([Cl:44])=[C:41]([F:43])[CH:42]=[C:37]([CH2:36][NH:35][C:34]([O:33][C:29]([CH3:31])([CH3:30])[CH3:32])=[O:49])[C:38]=4[Cl:48])[NH:18][C:14]3=[N:13][C:12]=2[N:19]2[CH2:24][CH2:23][CH:22]([F:25])[CH2:21][CH2:20]2)=[O:26])[CH2:7][CH2:8]1. Procedure: The subtitle compound is prepared in analogy to 2d from N-(trans-4-trifluoromethyl-cyclohexyl)-5,6-diamino-2-(4-fluoro-piperidinyl)-nicotinic acid amide, (2,4-dichloro-5-fluoro-3-isothiocyanato-benzyl)-carbamic acid tert-butyl ester and DIC. The product is purified via prep. HPLC (C-18 stable bond, eluent gradient: water(+0.15% HCOOH)/MeOH 9:1->MeOH). Starting materials: ClCCl.CO (dichloromethane methanol), C[Si](C)(C)N=C=O (trimethylsilyl isocyanate), N1=C(C=CC2=CC=CC=C12)COC1=CC=C(C=C1)C1(CCCCC1)CNO (N-[4-(quinolin-2-yl-methoxy)phenyl-cyclohexyl]methyl-hydroxylamine), [Cl-].[NH4+] (ammonium chloride). Run in O1CCOCC1 (dioxane). Reaction conditions: temperature 100 celsius. The product is N1=C(C=CC2=CC=CC=C12)COC1=CC=C(C=C1)C1(CCCCC1)CN(C(=O)N)O (N-[4-(Quinolin-2-yl-methoxy)phenyl-cyclohexyl]methyl-N-hydroxyurea). Reaction SMILES: C[Si]([N:5]=[C:6]=[O:7])(C)C.[N:8]1[C:17]2[C:12](=[CH:13][CH:14]=[CH:15][CH:16]=2)[CH:11]=[CH:10][C:9]=1[CH2:18][O:19][C:20]1[CH:25]=[CH:24][C:23]([C:26]2([CH2:32][NH:33][OH:34])[CH2:31][CH2:30][CH2:29][CH2:28][CH2:27]2)=[CH:22][CH:21]=1.[Cl-].[NH4+].ClCCl.CO>O1CCOCC1>[N:8]1[C:17]2[C:12](=[CH:13][CH:14]=[CH:15][CH:16]=2)[CH:11]=[CH:10][C:9]=1[CH2:18][O:19][C:20]1[CH:21]=[CH:22][C:23]([C:26]2([CH2:32][N:33]([OH:34])[C:6]([NH2:5])=[O:7])[CH2:31][CH2:30][CH2:29][CH2:28][CH2:27]2)=[CH:24][CH:25]=1 |f:2.3,4.5|. Procedure details: 0.94 g (8.13 mmol) of trimethylsilyl isocyanate is added dropwise under an argon atmosphere at room temperature to a solution of 2.7 g (7.45 mmol) of N-[4-(quinolin-2-yl-methoxy)phenyl-cyclohexyl]methyl-hydroxylamine in 25 ml of dioxane p.a. The reaction mixture is heated at 100° C. under an argon atmosphere for 2.5 h, cooled to room temperature and treated with saturated ammonium chloride solution. It is extracted several times with ether, and the organic phase is dried over sodium sulphate and... The reactants are C(C1=CC=CC=C1)C1=C(C(=O)O)C=CC(=C1)Cl (2-benzyl-4-chlorobenzoic acid), [H-].[Al+3].[Li+].[H-].[H-].[H-] (lithium aluminum hydride), [Li] (lithium), [H-] (hydride), [OH-].[Na+] (sodium hydroxide). Solvent: CCOCC (ether), CCOCC (ether), O (water), O (water). Conditions: time 2 hour. Yields the product C(C1=CC=CC=C1)C1=C(CO)C=CC(=C1)Cl (2-Benzyl-4-chlorobenzyl alcohol). Reaction SMILES: [H-].[Al+3].[Li+].[H-].[H-].[H-].[CH2:7]([C:14]1[CH:22]=[C:21]([Cl:23])[CH:20]=[CH:19][C:15]=1[C:16](O)=[O:17])[C:8]1[CH:13]=[CH:12][CH:11]=[CH:10][CH:9]=1.[Li].[H-].[OH-].[Na+]>CCOCC.O>[CH2:7]([C:14]1[CH:22]=[C:21]([Cl:23])[CH:20]=[CH:19][C:15]=1[CH2:16][OH:17])[C:8]1[CH:9]=[CH:10][CH:11]=[CH:12][CH:13]=1 |f:0.1.2.3.4.5,9.10,^1:23|. Reported procedure: To a solution of 28.4 g (0.75 mole) of lithium aluminum hydride in 800 ml of ether, which was cooled to 0°, was added dropwise 85.1 g (0.345 mmole) of 2-benzyl-4-chlorobenzoic acid in 250 ml of ether. The mixture was allowed to warm to room temperature, and was stirred for 2 hr. The excess lithium alluminum hydride was discharged by the addition of 28.5 ml of water, 28.5 ml of 10% aqueous sodium hydroxide, and 85.5 ml of water. The precipitate was removed by filtration and the filtrate was dried... The yield is 34.5%. Starting materials: [H-].[Na+] (sodium hydride), IC=1C=NNC1 (4-iodopyrazole), CS(=O)(=O)OC1CCOCC1 (tetrahydro-2H-pyran-4-yl methanesulfonate), CS(=O)(=O)OC1CCOCC1 (tetrahydro-2H-pyran-4-yl methanesulfonate), CS(=O)(=O)OC1CCOCC1 (tetrahydro-2H-pyran-4-yl methanesulfonate), O (water). Procedure: As shown in step 2-ii of Scheme 2, sodium hydride (6.101 mL of 60% NaH/mineral oil, 137.3 mmol) was added slowly to a solution of 4-iodopyrazole (24.21 g, 124.8 mmol) in 200 mL of anhydrous DMF at 0° C. The solution was stirred for 1 hour at 0° C. and tetrahydro-2H-pyran-4-yl methanesulfonate (Compound 1010, 22.5 g, 124.8 mmol) in 100 mL of anhydrous DMF was added dropwise. The reaction mixture was heated at 100° C. for 18 hours, at which time an additional 8.0 g of (Compound 1010) in 25 mL of a... Reaction SMILES: [H-].[Na+].[I:3][C:4]1[CH:5]=[N:6][NH:7][CH:8]=1.CS(O[CH:14]1[CH2:19][CH2:18][O:17][CH2:16][CH2:15]1)(=O)=O.O>CN(C=O)C>[O:17]1[CH2:18][CH2:19][CH:14]([N:6]2[CH:5]=[C:4]([I:3])[CH:8]=[N:7]2)[CH2:15][CH2:16]1 |f:0.1|. Conditions: temperature 0 celsius, time 1 hour. The solvent is CN(C)C=O (DMF), CN(C)C=O (DMF), CN(C)C=O (DMF). Yields the product O1CCC(CC1)N1N=CC(=C1)I (1-(tetrahydro-2H-pyran-4-yl)-4-iodo-1H-pyrazole). The solvent is C1CCOC1 (THF), C1CCOC1 (THF), C1CCOC1 (THF). Reactants: Cl (HCl), O1CCOCC1 (dioxane), FC=1C=C2CC(NC2=CC1)=O (5-fluoro-1,3-dihydro-indol-2-one), C[Si](C)(C)[N-][Si](C)(C)C.[Li+] (lithium bis(trimethylsilyl)amide), solution, OC1CCC(NC1)CC1=CC=C2C(=N1)COC2=O (2-(5-Hydroxy-piperidin-2-ylmethyl)-7H-furo[3,4-b]pyridin-5-one). Conditions: time 10 minute. Reported procedure: A solution of 5-fluoro-1,3-dihydro-indol-2-one (110 mg, 0.72 mmol) in THF (5 mL) is treated with a solution of lithium bis(trimethylsilyl)amide (1.8 mL of a 1 M solution in THF, 1.8 mmol) dropwise. The resulting solution is stirred at room temperature for 10 min. A solution of 2-(5-Hydroxy-piperidin-2-ylmethyl)-7H-furo[3,4-b]pyridin-5-one (90 mg, 0.36 mmol) in THF (2.5 mL) is added dropwise to the reaction mixture. The resulting solution is stirred for 4 h and is poured into a cold 4 M HCl solut... The product is FC=1C=C2C(C(NC2=CC1)=O)=C1OCC2=NC(=CC=C21)CN2CCC(CC2)O (5-Fluoro-3-[2-(4-hydroxy-piperidin-1-ylmethyl)-7H-furo[3,4-b]pyridin-5-ylidene]-1,3-dihydro-indol-2-one). Yield: 30.0%. As a reaction SMILES: [F:1][C:2]1[CH:3]=[C:4]2[C:8](=[CH:9][CH:10]=1)[NH:7][C:6](=[O:11])[CH2:5]2.C[Si]([N-][Si](C)(C)C)(C)C.[Li+].OC1CNC([CH2:29][C:30]2[N:35]=[C:34]3[CH2:36][O:37][C:38](=O)[C:33]3=[CH:32][CH:31]=2)CC1.Cl.[O:41]1[CH2:46][CH2:45]OCC1>C1COCC1>[F:1][C:2]1[CH:3]=[C:4]2[C:8](=[CH:9][CH:10]=1)[NH:7][C:6](=[O:11])[C:5]2=[C:38]1[C:33]2[C:34](=[N:35][C:30]([CH2:29][N:7]3[CH2:8][CH2:45][CH:46]([OH:41])[CH2:5][CH2:6]3)=[CH:31][CH:32]=2)[CH2:36][O:37]1 |f:1.2|. Product: C(C(O)C1=CC=CC=C1)(=O)O (Mandelic Acid). The solvent is CS(=O)C (DMSO). Reactants: C1(=CC=CC=C1)CC(=O)O (Phenyl acetic acid), nitrile, C(=O)([O-])[O-].[K+].[K+] (K2CO3). Conditions: temperature 60 celsius. Reported procedure: Phenyl acetic acid (1.82 Kg, 8.89 mol, 1.1 eq) and nitrile (1.62 Kg, 8.08 mol, 1.0 eq) were dissolved in DMSO (8 L) at 25° C. To this solution was added K2CO3 (2.46 Kg, 17.8 mol, 2.2 eq) in portions to control off gassing. The purple slurry was heated to 60° C. and aged overnight. Upon reaction completion the reaction mixture was inversely quenched in to a mixture of (16 L) of MTBE, (12.9 L) DI water and (3.5 L) methane sulfonic acid slowly. After mixing for 30 minutes the aqueous layer was remo... Yield: 74.0%. Reaction SMILES: [C:1]1([CH2:7][C:8]([OH:10])=[O:9])[CH:6]=[CH:5][CH:4]=[CH:3][CH:2]=1.C([O-])([O-])=[O:12].[K+].[K+]>CS(C)=O>[C:8]([OH:10])(=[O:9])[CH:7]([C:1]1[CH:6]=[CH:5][CH:4]=[CH:3][CH:2]=1)[OH:12] |f:1.2.3|.